Dataset: the Open Reaction Database (ORD), a public repository of structured organic reaction records. Task: describe an organic reaction: reactants, conditions, products, and yield The reactants are C(C)(=O)NC=1SC(=C(N1)C(=O)OC)C1=CC=CC=C1 (Methyl 2-(acetylamino)-5-phenyl-1,3-thiazole-4-carboxylate), [H-].[Al+3].[Li+].[H-].[H-].[H-] (lithium aluminium hydride). Solvent: C1CCOC1 (THF). Run at temperature 0 celsius, time 1.5 hour. Yields the product C(=O)C=1N=C(SC1C1=CC=CC=C1)NC(C)=O (N-(4-formyl-5-phenyl-1,3-thiazol-2-yl)acetamide). Yield: 33.8%. Reaction SMILES: [C:1]([NH:4][C:5]1[S:6][C:7]([C:14]2[CH:19]=[CH:18][CH:17]=[CH:16][CH:15]=2)=[C:8]([C:10](OC)=[O:11])[N:9]=1)(=[O:3])[CH3:2].[H-].[Al+3].[Li+].[H-].[H-].[H-]>C1COCC1>[CH:10]([C:8]1[N:9]=[C:5]([NH:4][C:1](=[O:3])[CH3:2])[S:6][C:7]=1[C:14]1[CH:19]=[CH:18][CH:17]=[CH:16][CH:15]=1)=[O:11] |f:1.2.3.4.5.6|. Procedure details: Methyl 2-(acetylamino)-5-phenyl-1,3-thiazole-4-carboxylate (2.34 g) was suspended in THF (23 ml), and then lithium aluminium hydride (482 mg) was added portionwise to the solution at 0° C. The reaction mixture was stirred at 0° C. for 1.5 hours and quenched with MeOH. AcOEt and 1N HCl were added to the mixture, and the mixture was extracted. The aqueous layer was extracted with AcOEt (twice). The combined organic layer was washed with brine, dried over anhydrous MgSO4, and concentrated in vacuo.... The reactants are CC(C)[O-].CC(C)[O-].CC(C)[O-].[Al+3] (aluminum isopropylate), C(C)C(C=O)(C=CCC)CC=C(C)C (2-ethyl-2-prenyl-3-hexenal), CC(=O)C (acetone). The solvent is C(C)(C)O (isopropanol), C(C)(C)O (isopropanol). The product is C(C)C(CO)(C=CCC)CC=C(C)C (2-ethyl-2-prenyl-3-hexenol). RXN SMILES: CC([O-])C.CC([O-])C.CC([O-])C.[Al+3].[CH2:14]([C:16]([CH2:23][CH:24]=[C:25]([CH3:27])[CH3:26])([CH:19]=[CH:20][CH2:21][CH3:22])[CH:17]=[O:18])[CH3:15].CC(C)=O>C(O)(C)C>[CH2:14]([C:16]([CH2:23][CH:24]=[C:25]([CH3:27])[CH3:26])([CH:19]=[CH:20][CH2:21][CH3:22])[CH2:17][OH:18])[CH3:15] |f:0.1.2.3|. Procedure: Into a 2 liter four-neck flask, provided with stirrer, column, dropping funnel, and thermometer, 0.5 moles of aluminum isopropylate and 1 liter of dry isopropanol are first introduced. To the boiling mixture, a solution of 1 mole 2-ethyl-2-prenyl-3-hexenal, dissolved in 200 ml of dry isopropanol were added drop by drop. At all times, the reaction mixture was kept boiling to the extent that the acetone being formed could be withdrawn by the column. When in the distillate acetone could no longer b... Starting materials: OCC1=C(N=C(N1CC1=CC=C(C=C1)C1=C(C=CC=C1)C1=NN=NN1C(C1=CC=CC=C1)(C1=CC=CC=C1)C1=CC=CC=C1)CCC)\C=C/C1=CC=CC2=CC=CC=C12 (5-Hydroxymethyl-4-[cis-(naphth-1-yl)ethenyl]-2-n-propyl-1-[(2'-(N-triphenylmethyl-(1H-tetrazol-5-yl))biphenyl-4-yl)methyl]imidazole). Reagents/catalysts: [O-2].[O-2].[Mn+4] (manganese dioxide). The solvent is C(Cl)Cl (methylene chloride). Product: C1(=CC=CC2=CC=CC=C12)\C=C/C=1N=C(N(C1C=O)CC1=CC=C(C=C1)C1=C(C=CC=C1)C1=NN=NN1C(C1=CC=CC=C1)(C1=CC=CC=C1)C1=CC=CC=C1)CCC (4-[cis-(naphth-1-yl)ethenyl]-2-n-propyl-l-[(2'-(N-triphenylmethyl-(1H-tetrazol-5-yl))biphenyl-4-yl)methyl]imidazol-5-carboxaldehyde). RXN SMILES: [OH:1][CH2:2][C:3]1[N:7]([CH2:8][C:9]2[CH:14]=[CH:13][C:12]([C:15]3[CH:20]=[CH:19][CH:18]=[CH:17][C:16]=3[C:21]3[N:25]([C:26]([C:39]4[CH:44]=[CH:43][CH:42]=[CH:41][CH:40]=4)([C:33]4[CH:38]=[CH:37][CH:36]=[CH:35][CH:34]=4)[C:27]4[CH:32]=[CH:31][CH:30]=[CH:29][CH:28]=4)[N:24]=[N:23][N:22]=3)=[CH:11][CH:10]=2)[C:6]([CH2:45][CH2:46][CH3:47])=[N:5][C:4]=1/[CH:48]=[CH:49]\[C:50]1[C:59]2[C:54](=[CH:55][CH:56]=[CH:57][CH:58]=2)[CH:53]=[CH:52][CH:51]=1>[O-2].[O-2].[Mn+4].C(Cl)Cl>[C:50]1(/[CH:49]=[CH:48]\[C:4]2[N:5]=[C:6]([CH2:45][CH2:46][CH3:47])[N:7]([CH2:8][C:9]3[CH:10]=[CH:11][C:12]([C:15]4[CH:20]=[CH:19][CH:18]=[CH:17][C:16]=4[C:21]4[N:25]([C:26]([C:39]5[CH:44]=[CH:43][CH:42]=[CH:41][CH:40]=5)([C:27]5[CH:28]=[CH:29][CH:30]=[CH:31][CH:32]=5)[C:33]5[CH:34]=[CH:35][CH:36]=[CH:37][CH:38]=5)[N:24]=[N:23][N:22]=4)=[CH:13][CH:14]=3)[C:3]=2[CH:2]=[O:1])[C:59]2[C:54](=[CH:55][CH:56]=[CH:57][CH:58]=2)[CH:53]=[CH:52][CH:51]=1 |f:1.2.3|. Procedure: 5-Hydroxymethyl-4-[cis-(naphth-1-yl)ethenyl]-2-n-propyl-1-[(2'-(N-triphenylmethyl-(1H-tetrazol-5-yl))biphenyl-4-yl)methyl]imidazole (7.86 g, 10.2 mmol, 1 eq), manganese dioxide (4.44 g, 51.1 mmol, 5 eq), and methylene chloride (25 mL) were mixed and refluxed under N2 overnight. The manganese dioxide was filtered through Celite™ and the cake washed with methylene chloride. The filtrate was evaporated, and the residue flash chromatographed in 75:25 pentane/ethyl acetate to 1:1 pentane/ethyl acetat... Starting materials: CC1N(CCC(C1)C)C#N (methyl 4-methyl-1-piperidinecarbonitrile), C[O-].[Na+] (sodium methoxide). Procedure details: In the manner given in Example 2, methyl 4-methyl-1-piperidinecarbonitrile is treated with sodium methoxide in methanol to give methyl 4-methyl-1-piperidinecarboximidate. Reaction SMILES: C[CH:2]1[CH2:7][CH:6]([CH3:8])[CH2:5][CH2:4][N:3]1[C:9]#[N:10].[CH3:11][O-:12].[Na+]>CO>[CH3:8][CH:6]1[CH2:5][CH2:4][N:3]([C:9](=[NH:10])[O:12][CH3:11])[CH2:2][CH2:7]1 |f:1.2|. Run in CO (methanol). Yields the product CC1CCN(CC1)C(OC)=N (methyl 4-methyl-1-piperidinecarboximidate). The reactants are B(Br)(Br)Br (boron tribromide), solution, COC(CCCCC=1OC(=CN1)C1=C(C=CC(=C1)Cl)OC)=O (5-[5-(5-chloro-2-methoxy-phenyl)-oxazol-2-yl]-pentanoic acid methyl ester). Run in C(Cl)Cl (CH2Cl2), C(Cl)Cl (CH2Cl2). Conditions: temperature -78 celsius, time 27 hour. Product: COC(CCCCC=1OC(=CN1)C1=C(C=CC(=C1)Cl)O)=O (5-[5-(5-Chloro-2-hydroxy-phenyl)-oxazol-2-yl]-pentanoic acid methyl ester). The yield is 81.7%. RXN SMILES: [CH3:1][O:2][C:3](=[O:22])[CH2:4][CH2:5][CH2:6][CH2:7][C:8]1[O:9][C:10]([C:13]2[CH:18]=[C:17]([Cl:19])[CH:16]=[CH:15][C:14]=2[O:20]C)=[CH:11][N:12]=1.B(Br)(Br)Br>C(Cl)Cl>[CH3:1][O:2][C:3](=[O:22])[CH2:4][CH2:5][CH2:6][CH2:7][C:8]1[O:9][C:10]([C:13]2[CH:18]=[C:17]([Cl:19])[CH:16]=[CH:15][C:14]=2[OH:20])=[CH:11][N:12]=1. Procedure details: Dissolve 5-[5-(5-chloro-2-methoxy-phenyl)-oxazol-2-yl]-pentanoic acid methyl ester (4.174 g, 12.89 mmol) in 50 mL of CH2Cl2 and cool the solution to −78° C. Add boron tribromide (48.9 mL of a 1M solution in CH2Cl2) dropwise to the reaction and allow it to warm to ambient temperature and allow it to stir for 27 hours. Cool the reaction to −78° C. and quench it by adding 100 mL of MeOH dropwise to the reaction mixture. Allow the reaction to warm to ambient temperature and stir for 19 hours. Concen... The reactants are C(C1=CC=CC=C1)OC=1C=C2C=C(NC2=CC1)C(=O)OCC (ethyl 5-benzyloxyindole-2-carboxylate), [H-].[Na+] (sodium hydride), C1OC2=C(O1)C=C(C(=C2)CCl)Cl (6-chloropiperonyl chloride). Run in CN(C)C=O (DMF). Reaction conditions: time 1 hour. The product is C(C1=CC=CC=C1)OC=1C=C2C=C(N(C2=CC1)CC1=C(C=C2C(=C1)OCO2)Cl)C(=O)OCC (ethyl 5-benzyloxy-1-(2-chloro-4,5-methylenedioxybenzyl)indole-2-carboxylate). The yield is 49.6%. RXN SMILES: [H-].[Na+].[CH2:3]([O:10][C:11]1[CH:12]=[C:13]2[C:17](=[CH:18][CH:19]=1)[NH:16][C:15]([C:20]([O:22][CH2:23][CH3:24])=[O:21])=[CH:14]2)[C:4]1[CH:9]=[CH:8][CH:7]=[CH:6][CH:5]=1.[CH2:25]1[O:29][C:28]2[CH:30]=[C:31]([Cl:36])[C:32]([CH2:34]Cl)=[CH:33][C:27]=2[O:26]1>CN(C=O)C>[CH2:3]([O:10][C:11]1[CH:12]=[C:13]2[C:17](=[CH:18][CH:19]=1)[N:16]([CH2:34][C:32]1[CH:33]=[C:27]3[O:26][CH2:25][O:29][C:28]3=[CH:30][C:31]=1[Cl:36])[C:15]([C:20]([O:22][CH2:23][CH3:24])=[O:21])=[CH:14]2)[C:4]1[CH:5]=[CH:6][CH:7]=[CH:8][CH:9]=1 |f:0.1|. Reported procedure: To a stirring suspension of sodium hydride (2.03grams (hereinafter "g"), (60% in mineral oil), 50.8 millimoles (hereinafter "mmol")) in DMF (100 milliliters (hereinafter "mL")) was added ethyl 5-benzyloxyindole-2-carboxylate (10.0 g, 33.9 mmol). After 10 minutes (hereinafter "min"), 6-chloropiperonyl chloride (10.4 g, 50.8 mmol) was added. After 1 hour, the mixture was partitioned between water and ethyl acetate. The organic layer was washed with water and saturated brine, dried (MgSO4), filtere...